Dataset: the Open Reaction Database (ORD), a public repository of structured organic reaction records. Task: describe an organic reaction: reactants, conditions, products, and yield Isolated yield 55.6%. Reactants: C([O-])([O-])=O.[K+].[K+] (Potassium carbonate), S[C@@H]1[C@@H](C(N1)=O)NC(CC1=CC=CC=C1)=O ((3R,4R)-4-mercapto-3-phenylacetamidoazetidin-2-one), ClCC(=O)C1CCC(O1)C(=O)OC (methyl (2RS,5SR)-5-(2-chloroacetyl)tetrahydro-2-furoate). As a reaction SMILES: C(=O)([O-])[O-].[K+].[K+].[SH:7][C@H:8]1[NH:11][C:10](=[O:12])[C@H:9]1[NH:13][C:14](=[O:22])[CH2:15][C:16]1[CH:21]=[CH:20][CH:19]=[CH:18][CH:17]=1.Cl[CH2:24][C:25]([CH:27]1[O:31][CH:30]([C:32]([O:34][CH3:35])=[O:33])[CH2:29][CH2:28]1)=[O:26]>CN(C)C=O>[CH3:35][O:34][C:32]([CH:30]1[O:31][CH:27]([C:25]([CH2:24][S:7][C@H:8]2[NH:11][C:10](=[O:12])[C@H:9]2[NH:13][C:14](=[O:22])[CH2:15][C:16]2[CH:17]=[CH:18][CH:19]=[CH:20][CH:21]=2)=[O:26])[CH2:28][CH2:29]1)=[O:33] |f:0.1.2|. Procedure: Potassium carbonate (2.0 g) was added to a stirred solution of (3R,4R)-4-mercapto-3-phenylacetamidoazetidin-2-one (2.31 g) and methyl (2RS,5SR)-5-(2-chloroacetyl)tetrahydro-2-furoate (2.02 g) in dimethylformamide (30 ml). The mixture was stirred at room temperature for 1.5 h and then partitioned between ethyl acetate and water. The aqueous phase was separated and extracted with ethyl acetate. The combined organic phases were washed three times with water, then brine, dried over magnesium sulphat... Run in CN(C=O)C (dimethylformamide). Reaction conditions: time 1.5 hour. The product is COC(=O)C1CCC(O1)C(=O)CS[C@@H]1[C@@H](C(N1)=O)NC(CC1=CC=CC=C1)=O ((3R,4R)-4-[(2RS,5SR)-5-Methoxycarbonyltetrahydrofuran-2-ylcarbonylmethylthio)-3-phenylacetamidoazetidin-2-one). Reported procedure: (±) Methyl α-(7-hydroxy-4,5,6,7-tetrahydro-5-thieno[3,2-c]pyridyl)-o-chlorophenylacetate (23) (0.21 g, 0.622 mmol) was dissolved in acetic acid (4 mL) and treated sequentially with conc. HCl and SnCl2 dihydrate (0.28 g, 1.243 mmol). The reaction was allowed to stir overnight and the solvent was evaporated under vacuum. The residue was partitioned between ethyl acetate and saturated sodium bicarbonate and the ethyl acetate layer was concentrated to provide clopidogrel free base as an oily product... Reactants: OC1C2=C(CN(C1)C(C(=O)OC)C1=C(C=CC=C1)Cl)C=CS2 ((±) Methyl α-(7-Hydroxy-4,5,6,7-tetrahydro-5-thieno[3,2-c]pyridyl)-o-chlorophenylacetate), Cl (HCl), SnCl2 dihydrate. Run in C(C)(=O)O (acetic acid). Conditions: time 8 hour. Yields the product COC(=O)[C@H](C=1C=CC=CC1Cl)N2CCC3=C(C=CS3)C2 (clopidogrel), product. As a reaction SMILES: O[CH:2]1[CH2:7][N:6]([CH:8]([C:13]2[CH:18]=[CH:17][CH:16]=[CH:15][C:14]=2[Cl:19])[C:9]([O:11][CH3:12])=[O:10])[CH2:5][C:4]2[CH:20]=[CH:21][S:22][C:3]1=2.Cl>C(O)(=O)C>[CH3:12][O:11][C:9]([C@@H:8]([N:6]1[CH2:5][C:4]2[CH:20]=[CH:21][S:22][C:3]=2[CH2:2][CH2:7]1)[C:13]1[CH:18]=[CH:17][CH:16]=[CH:15][C:14]=1[Cl:19])=[O:10]. Reactants: C1(=CC=C(C=C1)S(=O)(=O)NC1=C(/C=C/C(=O)OC)C=C(C=C1)OC(F)(F)F)C (methyl trans-2-p-toluenesulfonylamino-5-(trifluoromethoxy)cinnamate), ClC1=CC=C2C(=C(NC2=C1)C(=O)C1=NC=CC(=C1)C)CC(=O)O ([6-Chloro-2-(4-methylpyridine-2-Carbonyl)-1H-indol-3-yl]acetic Acid). Product: COC(CC1=C(NC2=CC=C(C=C12)OC(F)(F)F)C(=O)C1=NC=CC(=C1)C)=O (Methyl[2-(4-methylpyridine-2-carbonyl)-5-trifluoromethoxy-1H-indol-3-yl]acetate). As a reaction SMILES: C1(C)C=CC(S([NH:10][C:11]2[CH:22]=[CH:21][C:20]([O:23][C:24]([F:27])([F:26])[F:25])=[CH:19][C:12]=2/[CH:13]=[CH:14]/[C:15]([O:17][CH3:18])=[O:16])(=O)=O)=CC=1.ClC1C=C2C(C(CC(O)=O)=[C:35]([C:39]([C:41]3[CH:46]=[C:45]([CH3:47])[CH:44]=[CH:43][N:42]=3)=[O:40])N2)=CC=1>>[CH3:18][O:17][C:15](=[O:16])[CH2:14][C:13]1[C:12]2[C:11](=[CH:22][CH:21]=[C:20]([O:23][C:24]([F:25])([F:26])[F:27])[CH:19]=2)[NH:10][C:35]=1[C:39]([C:41]1[CH:46]=[C:45]([CH3:47])[CH:44]=[CH:43][N:42]=1)=[O:40]. Procedure details: The title compound was prepared according to the procedure described in Example 57 from methyl trans-2-p-toluenesulfonylamino-5-(trifluoromethoxy)cinnamate (step 2) and 2-bromoacetyl-4-methylpyridine hydrobromide (Preparation is described in step 2 of Example 31). Reactants: CN(C)C1(Cc2ccccc2)CCC2(CC1)OCCO2, Cl, O. The product is CN(C)C1(Cc2ccccc2)CCC(=O)CC1. Reaction SMILES: [CH2:2]([c:3]1[cH:4][cH:5][cH:6][cH:7][cH:8]1)[C:9]1([N:19]([CH3:20])[CH3:21])[CH2:10][CH2:11][C:12]2([O:13][CH2:16][CH2:15][O:14]2)[CH2:17][CH2:18]1.[ClH:1].[OH2:22]>>[CH2:2]([c:3]1[cH:4][cH:5][cH:6][cH:7][cH:8]1)[C:9]1([N:19]([CH3:20])[CH3:21])[CH2:10][CH2:11][C:12](=[O:13])[CH2:17][CH2:18]1. Product: C(C1=CC=CC=C1)[Si](Cl)(Cl)Cl (benzyltrichlorosilane). The reactants are C(CCC)P(CCCC)CCCC (tri-n-butylphosphine), C(C1=CC=CC=C1)Cl (benzyl chloride), Cl[SiH](Cl)Cl (trichlorosilane). Procedure details: In the same apparatus and procedure as Example 1 above, 0.15 g (0.75 mmol) of tri-n-butylphosphine, 0.95 g (7.5 mmol) of benzyl chloride, and 5.08 g (37.5 mmol) of trichlorosilane were reacted at 150° C. for 2 hrs. The resulting mixture was distilled to give 1.6 g of benzyltrichlorosilane (bp; 140-2° C./10 mmHg, yield; 96%). The yield is 94.6%. Reaction SMILES: C(P(CCCC)CCCC)CCC.[CH2:14](Cl)[C:15]1[CH:20]=[CH:19][CH:18]=[CH:17][CH:16]=1.[Cl:22][SiH:23]([Cl:25])[Cl:24]>>[CH2:14]([Si:23]([Cl:25])([Cl:24])[Cl:22])[C:15]1[CH:20]=[CH:19][CH:18]=[CH:17][CH:16]=1. The product is N(=[N+]=[N-])CCOCCOCCO (2-(2-(2-azidoethoxy)ethoxy)ethanol). Conditions: temperature 80 celsius, time 48 hour. Starting materials: C(=O)(OC)COC1=CC=C(C=C1)N=NC1=CC=C(CO)C=C1 (4-(4-(Carbomethoxy)methoxyphenylazo)benzyl alcohol), [N-]=[N+]=[N-].[Na+] (NaN3), CN(C)C=O (DMF). Isolated yield 75.0%. RXN SMILES: [C:1]([CH2:5][O:6][C:7]1[CH:12]=CC(N=NC2C=CC(CO)=CC=2)=CC=1)([O:3][CH3:4])=O.[N-:23]=[N+:24]=[N-:25].[Na+].CN([CH:30]=[O:31])C>>[N:23]([CH2:12][CH2:7][O:6][CH2:5][CH2:1][O:3][CH2:4][CH2:30][OH:31])=[N+:24]=[N-:25] |f:1.2|. Reported procedure: Compound 3 (10.0 g, 59.50 mmol) was dissolved in anhydrous DMF (200 mL), to which NaN3 (77.3 g, 119.00 mmol) was added and reaction mixture stirred at 80° C. or 48 hours. Solvents were removed under reduced pressure and residue dissolved in DCM (200 mL), washed with water (400 mL) and brine (100 mL) before being dried over Na2SO4. Solvent was evaporated under reduced pressures and residue purified by silica gel column chromatography using EA:hexane (6:4) to obtain 4 as a liquid (7.80 g, 75% yiel... Starting materials: CCOC(=O)c1cn[nH]c1C, CCO, [Na+], [OH-]. Yields the product Cc1[nH]ncc1C(=O)O. As a reaction SMILES: [CH2:1]([CH3:2])[O:3][C:4](=[O:5])[c:6]1[cH:7][n:8][nH:9][c:10]1[CH3:11].[CH3:14][CH2:15][OH:16].[Na+:13].[OH-:12]>>[O:3]=[C:4]([OH:5])[c:6]1[cH:7][n:8][nH:9][c:10]1[CH3:11]. The reactants are [Si](C)(C)(C(C)(C)C)O[C@H](C)C(C(=O)OCC)=C (ethyl 2-[(1R)-1-(t-butyldimethylsilyloxy)ethyl]acrylate), C(C1=CC=CC=C1)N (benzylamine). The reagents and catalysts are [OH-].[OH-].[Pd+2] (palladium hydroxide on carbon). The solvent is CO (methanol). Run at time 6 day. Product: NC[C@H](C(=O)OCC)[C@@H](C)O[Si](C)(C)C(C)(C)C (ethyl (2S,3R)-2-aminomethyl-3-(t-butyldimethylsilyloxy)butanoate). Isolated yield 101.7%. Reaction SMILES: [Si:1]([O:8][C@@H:9]([C:11](=[CH2:17])[C:12]([O:14][CH2:15][CH3:16])=[O:13])[CH3:10])([C:4]([CH3:7])([CH3:6])[CH3:5])([CH3:3])[CH3:2].C([NH2:25])C1C=CC=CC=1>CO.[OH-].[OH-].[Pd+2]>[NH2:25][CH2:17][C@@H:11]([C@H:9]([O:8][Si:1]([C:4]([CH3:6])([CH3:7])[CH3:5])([CH3:2])[CH3:3])[CH3:10])[C:12]([O:14][CH2:15][CH3:16])=[O:13] |f:3.4.5|. Procedure details: To a solution of ethyl 2-[(1R)-1-(t-butyldimethylsilyloxy)ethyl]acrylate (25.84 g) in methanol (517 ml) was added benzylamine (11.79 g) at room temperature. After stirring for 6 days, 10% palladium hydroxide on carbon (2.58 g) was added and the mixture was stirred under hydrogen atmosphere for 5 hours. After the termination of reaction, the mixture was concentrated to give crude ethyl (2S,3R)-2-aminomethyl-3-(t-butyldimethylsilyloxy)butanoate (28.02 g). This compound was immediately used as the ... Reactants: P(=O)([O-])([O-])[O-].[K+].[K+].[K+] (potassium phosphate), ClC1=NC2=CC=C(C=C2C(=C1)C(=O)NCCN1CCCC1)F (2-chloro-6-fluoro-N-(2-pyrrolidin-1-ylethyl)quinoline-4-carboxamide), Cl.O1CCN(CC1)CC1=CC=C(C=C1)B(O)O ([4-(morpholinomethyl)phenyl]boronic acid, hydrochloride). The reagents and catalysts are C=1C=CC(=CC1)[P](C=2C=CC=CC2)(C=3C=CC=CC3)[Pd]([P](C=4C=CC=CC4)(C=5C=CC=CC5)C=6C=CC=CC6)([P](C=7C=CC=CC7)(C=8C=CC=CC8)C=9C=CC=CC9)[P](C=1C=CC=CC1)(C=1C=CC=CC1)C=1C=CC=CC1 (tetrakis(triphenylphosphine)palladium). Run in CN(C)C=O.O (DMF Water). Reaction conditions: time 30 minute. Yields the product FC=1C=C2C(=CC(=NC2=CC1)C1=CC=C(C=C1)CN1CCOCC1)C(=O)NCCN1CCCC1 (6-Fluoro-2-[4-(morpholinomethyl)phenyl]-N-(2-pyrrolidin-1-ylethyl)quinoline-4-carboxamide). RXN SMILES: Cl[C:2]1[CH:11]=[C:10]([C:12]([NH:14][CH2:15][CH2:16][N:17]2[CH2:21][CH2:20][CH2:19][CH2:18]2)=[O:13])[C:9]2[C:4](=[CH:5][CH:6]=[C:7]([F:22])[CH:8]=2)[N:3]=1.Cl.[O:24]1[CH2:29][CH2:28][N:27]([CH2:30][C:31]2[CH:36]=[CH:35][C:34](B(O)O)=[CH:33][CH:32]=2)[CH2:26][CH2:25]1.P([O-])([O-])([O-])=O.[K+].[K+].[K+]>CN(C=O)C.O.C1C=CC([P]([Pd]([P](C2C=CC=CC=2)(C2C=CC=CC=2)C2C=CC=CC=2)([P](C2C=CC=CC=2)(C2C=CC=CC=2)C2C=CC=CC=2)[P](C2C=CC=CC=2)(C2C=CC=CC=2)C2C=CC=CC=2)(C2C=CC=CC=2)C2C=CC=CC=2)=CC=1>[F:22][C:7]1[CH:8]=[C:9]2[C:4](=[CH:5][CH:6]=1)[N:3]=[C:2]([C:34]1[CH:33]=[CH:32][C:31]([CH2:30][N:27]3[CH2:28][CH2:29][O:24][CH2:25][CH2:26]3)=[CH:36][CH:35]=1)[CH:11]=[C:10]2[C:12]([NH:14][CH2:15][CH2:16][N:17]1[CH2:21][CH2:20][CH2:19][CH2:18]1)=[O:13] |f:1.2,3.4.5.6,7.8,^1:57,59,78,97|. Reported procedure: In a sealed microwave tube, a suspension of 2-chloro-6-fluoro-N-(2-pyrrolidin-1-ylethyl)quinoline-4-carboxamide (preparation 4) (2.00 g, 6 mmol), [4-(morpholinomethyl)phenyl]boronic acid, hydrochloride, available from UORSY, (3.20 g, 12 mmol), potassium phosphate (2.63 g, 12 mmol) and tetrakis(triphenylphosphine)palladium (0) (0.21 g, 0.19 mmol) in DMF/Water 3/1 (40 ml) was heated at 130° C. under microwave irradiation for 30 min. The reaction was filtered through Celite™ and solvents were remov...